Dataset: the Open Reaction Database (ORD), a public repository of structured organic reaction records. Task: describe an organic reaction: reactants, conditions, products, and yield Starting materials: CCCc1nc(CC)n(-c2ccc(C(C)(C)O)cc2)c(=O)c1Cc1ccc(-c2ccccc2C#N)cc1, CI, CN(C)C=O, CCOC(C)=O, [H-], [Na+]. The product is CCCc1nc(CC)n(-c2ccc(C(C)(C)OC)cc2)c(=O)c1Cc1ccc(-c2ccccc2C#N)cc1. Reaction SMILES: [CH2:1]([CH3:2])[c:3]1[n:4](-[c:28]2[cH:29][cH:30][c:31]([C:34]([CH3:35])([CH3:36])[OH:37])[cH:32][cH:33]2)[c:5](=[O:27])[c:6]([CH2:12][c:13]2[cH:14][cH:15][c:16](-[c:19]3[c:20]([C:25]#[N:26])[cH:21][cH:22][cH:23][cH:24]3)[cH:17][cH:18]2)[c:7]([CH2:9][CH2:10][CH3:11])[n:8]1.[CH3:40][I:41].[CH3:42][N:43]([CH3:44])[CH:45]=[O:46].[CH3:47][CH2:48][O:49][C:50](=[O:51])[CH3:52].[H-:38].[Na+:39]>>[CH2:1]([CH3:2])[c:3]1[n:4](-[c:28]2[cH:29][cH:30][c:31]([C:34]([CH3:35])([CH3:36])[O:37][CH3:40])[cH:32][cH:33]2)[c:5](=[O:27])[c:6]([CH2:12][c:13]2[cH:14][cH:15][c:16](-[c:19]3[c:20]([C:25]#[N:26])[cH:21][cH:22][cH:23][cH:24]3)[cH:17][cH:18]2)[c:7]([CH2:9][CH2:10][CH3:11])[n:8]1.